From a dataset of the Open Reaction Database (ORD), a public repository of structured organic reaction records. describe an organic reaction: reactants, conditions, products, and yield The reactants are C[O-].[Na+] (sodium methoxide), C(C)OC=C(C(=O)OCC)C(=O)OCC (diethyl ethoxymethylenemalonate), Cl.C(C1=CC=CC=C1)(=N)N (benzamidine hydrochloride). Run in C(C)O (ethanol), C(C)O (ethanol). Run at temperature 0 celsius, time 30 minute. Yields the product O=C1NC(=NC=C1C(=O)OCC)C1=CC=CC=C1 (ethyl 3,4-dihydro-4-oxo-2-phenylpyrimidine-5-carboxylate). Isolated yield 77.5%. As a reaction SMILES: C[O-].[Na+].Cl.[C:5]([NH2:13])(=[NH:12])[C:6]1[CH:11]=[CH:10][CH:9]=[CH:8][CH:7]=1.C([O:16][CH:17]=[C:18]([C:24](OCC)=O)[C:19]([O:21][CH2:22][CH3:23])=[O:20])C>C(O)C>[O:16]=[C:17]1[C:18]([C:19]([O:21][CH2:22][CH3:23])=[O:20])=[CH:24][N:13]=[C:5]([C:6]2[CH:11]=[CH:10][CH:9]=[CH:8][CH:7]=2)[NH:12]1 |f:0.1,2.3|. Procedure: To a mixture of sodium methoxide (16.5 g) and anhydrous ethanol (200 ml) is added benzamidine hydrochloride (16 g) at 0-5° C. The mixture is stirred at 0° C. for 30 minutes, and thereto is added dropwise a solution of diethyl ethoxymethylenemalonate (20 g) in anhydrous ethanol (50 ml) at the same temperature. After the addition, the mixture is stirred at room temperature for 30 minutes, and refluxed for 6 hours. The reaction mixture is concentrated under reduced pressure, and the residue is diss... Starting materials: OO (hydrogen peroxide), NC(=C(C(=S)N)C)C1=CC=C(C=C1)OC (3-amino-3-(4-methoxyphenyl)-2-methyl-thioacrylamide). Solvent: CO (methanol). Reaction conditions: time 3 hour. The product is COC1=CC=C(C=C1)C1=NSC(=C1C)N (3-(4-methoxy-phenyl)-4-methylisothiazol-5-ylamine). The yield is 88.2%. Reaction SMILES: OO.[NH2:3][C:4]([C:10]1[CH:15]=[CH:14][C:13]([O:16][CH3:17])=[CH:12][CH:11]=1)=[C:5]([CH3:9])[C:6]([NH2:8])=[S:7]>CO>[CH3:17][O:16][C:13]1[CH:12]=[CH:11][C:10]([C:4]2[C:5]([CH3:9])=[C:6]([NH2:8])[S:7][N:3]=2)=[CH:15][CH:14]=1. Procedure: Add hydrogen peroxide (30% by weight, 2.39 g, 70.3 mmol) to a solution of 3-amino-3-(4-methoxyphenyl)-2-methyl-thioacrylamide (7.800 g, 35.135 mmol) in methanol (703 mL). Stir 3 h. Quench the reaction with Na2S2O3 (20% in water) and evaporate to 10 mL. Dilute with EtOAc (500 mL) and wash the organic phase with brine (3×100 mL), evaporate and crystallize from EtOAc/hexane to afford 3-(4-methoxy-phenyl)-4-methylisothiazol-5-ylamine. Yield: 88.2%. ES-MS: m/e 221.0 (m+1). Starting materials: Cl (hydrochloric acid), OC(C)(C)C1=CC(=NO1)C=C(C#N)C#N ({[5-(1-hydroxy-1-methylethyl)-isoxazol-3-yl]methylidene}malononitrile), solution, C(C=C)[Mg]Cl (allylmagnesium chloride). Reagents/catalysts: [Cu]I (copper(I) iodide). Run in O1CCOCC1 (1,4-dioxane), O1CCCC1 (tetrahydrofuran). Run at time 1 hour. Product: OC(C)(C)C1=CC(=NO1)C(C=C)C(C#N)C#N ({1-[5-(1-hydroxy-1-methylethyl)-isoxazol-3-yl]allyl}malononitrile). As a reaction SMILES: [OH:1][C:2]([C:5]1[O:9][N:8]=[C:7]([CH:10]=[C:11]([C:14]#[N:15])[C:12]#[N:13])[CH:6]=1)([CH3:4])[CH3:3].[CH2:16]([Mg]Cl)[CH:17]=C.Cl>O1CCOCC1.O1CCCC1.[Cu]I>[OH:1][C:2]([C:5]1[O:9][N:8]=[C:7]([CH:10]([CH:11]([C:12]#[N:13])[C:14]#[N:15])[CH:16]=[CH2:17])[CH:6]=1)([CH3:4])[CH3:3]. Procedure: 2.26 g of {[5-(1-hydroxy-1-methylethyl)-isoxazol-3-yl]methylidene}malononitrile was dissolved in 50 ml of 1,4-dioxane. Thereto, 0.08 g of copper(I) iodide was added and 18.6 ml of a 1.4 M solution of allylmagnesium chloride in tetrahydrofuran was then added under ice-cooling. The mixture was stirred for 1 hour under ice-cooling. The reaction mixture was added to 0.1 M hydrochloric acid and then extracted with ethyl acetate. The organic layer was dried over anhydrous magnesium sulfate, filtered a...